This data is from the Open Reaction Database (ORD), a public repository of structured organic reaction records. The task is: describe an organic reaction: reactants, conditions, products, and yield Starting materials: S(=O)(=O)([O-])[O-].[Ca+2] (calcium sulfate), hydrates, [OH-].[Ca+2].[OH-] (slaked lime), S(=O)([O-])[O-].[Ca+2] (calcium sulfite), S(=O)=O (sulfur dioxide). The product is S(=O)([O-])[O-] (sulfite), S(=O)(=O)([O-])[O-] (sulfate). Reaction SMILES: [OH-].[Ca+2].[OH-].[S:4]([O-:7])([O-:6])=[O:5].[Ca+2].[S:9]([O-:13])([O-:12])(=[O:11])=[O:10].[Ca+2].S(=O)=O>>[S:4]([O-:7])([O-:6])=[O:5].[S:9]([O-:13])([O-:12])(=[O:11])=[O:10] |f:0.1.2,3.4,5.6|. Procedure details: While the flue gas and entrained droplets of reactant are enroute to the collecting member, a substantial portion of the sulfur oxides in the flue gas is absorbed into the droplets and reacts with reactant to form particles of sulfite and sulfate compounds. For example, if slaked lime is used as a reactant, the reactant particles are converted to calcium sulfite, calcium sulfate and the corresponding hydrates. Thus, the mat of bonded particles accumulating on the collection member is made up of ... The reactants are NC1CCN(CC1)CC=1CCOC2=C(C1)C=C(C=C2)C2=CC=C(C=C2)C (4-amino-1-(7-(4-methylphenyl)-2,3-dihydro-1-benzooxepin-4-yl)methylpiperidine), O1CCC(CC1)=O (tetrahydro-4H-pyran-4-one), C(C)(=O)O[BH-](OC(C)=O)OC(C)=O.[Na+] (sodium triacetoxyborohydride). The solvent is ClCCCl (1,2-dichloroethane). Conditions: time 8 hour. Yields the product CC1=CC=C(C=C1)C=1C=CC2=C(C=C(CCO2)CN2CCC(CC2)NC2CCOCC2)C1 (1-(7-(4-methylphenyl)-2,3-dihydro-1-benzooxepin-4-yl)methyl-4-((tetrahydropyran-4-yl)amino)piperidine). The yield is 34.2%. Reaction SMILES: [NH2:1][CH:2]1[CH2:7][CH2:6][N:5]([CH2:8][C:9]2[CH2:10][CH2:11][O:12][C:13]3[CH:19]=[CH:18][C:17]([C:20]4[CH:25]=[CH:24][C:23]([CH3:26])=[CH:22][CH:21]=4)=[CH:16][C:14]=3[CH:15]=2)[CH2:4][CH2:3]1.[O:27]1[CH2:32][CH2:31][C:30](=O)[CH2:29][CH2:28]1.C(O[BH-](OC(=O)C)OC(=O)C)(=O)C.[Na+]>ClCCCl>[CH3:26][C:23]1[CH:24]=[CH:25][C:20]([C:17]2[CH:18]=[CH:19][C:13]3[O:12][CH2:11][CH2:10][C:9]([CH2:8][N:5]4[CH2:4][CH2:3][CH:2]([NH:1][CH:30]5[CH2:31][CH2:32][O:27][CH2:28][CH2:29]5)[CH2:7][CH2:6]4)=[CH:15][C:14]=3[CH:16]=2)=[CH:21][CH:22]=1 |f:2.3|. Reported procedure: To 4-amino-1-(7-(4-methylphenyl)-2,3-dihydro-1-benzooxepin-4-yl)methylpiperidine (0.4 g) and tetrahydro-4H-pyran-4-one (0.12 g) dissolved in 1,2-dichloroethane (10 ml) was added under ice cooling sodium triacetoxyborohydride (0.34 g), and the resulting mixture was stirred at room temperature overnight under a nitrogen atmosphere. The reaction mixture was evaporated to remove the solvent, was neutralized with a 1 N aqueous solution of sodium hydroxide and was then extracted with ethyl acetate. Th... Starting materials: [Al+3], CCOC(=O)c1cn(C2CC(CC)C2)cn1, CCOCC, [H-], [H-], [H-], [H-], [Li+], [Na+], [Na+], O=S(=O)([O-])[O-], C1CCOC1. The product is CCC1CC(n2cnc(CO)c2)C1. Reaction SMILES: [Al+3:2].[CH2:7]([CH3:8])[CH:9]1[CH2:10][CH:11]([n:13]2[cH:14][n:15][c:16]([C:18](=[O:19])[O:20][CH2:21][CH3:22])[cH:17]2)[CH2:12]1.[CH3:28][CH2:29][O:30][CH2:31][CH3:32].[H-:1].[H-:4].[H-:5].[H-:6].[Li+:3].[Na+:33].[Na+:34].[O-:35][S:36](=[O:37])(=[O:38])[O-:39].[O:23]1[CH2:24][CH2:25][CH2:26][CH2:27]1>>[CH2:7]([CH3:8])[CH:9]1[CH2:10][CH:11]([n:13]2[cH:14][n:15][c:16]([CH2:18][OH:19])[cH:17]2)[CH2:12]1. The reactants are S1C=NC=C1C1=CC=C(C=C1)CN(C[C@@H]([C@H](CC1=CC=CC=C1)N)O)NC(=O)OC(C)(C)C (1-[4-(thiazol-5-yl)-phenyl]-4(S)-hydroxy-2-(tert-butoxycarbonyl)amino-5(S)-amino-6-phenyl-2-azahexane), TEA, S1C=NC=C1C1=CC=C(C=C1)CN(C[C@@H]([C@H](CC1=CC=CC=C1)NC([C@@H](NC(=O)OC)C(C)(C)C)=O)O)NC(=O)OC(C)(C)C (1-[4-(Thiazol-5-yl)-phenyl]-4(S)-hydroxy-2-(tertbutoxycarbonyl)amino-5(S)-N-(N-methoxycarbonyl-(L)-tert-leucyl)amino-6-phenyl-2-azahexane), COC(=O)N[C@@H](C(C)(C)C)C(=O)O (N-methoxycarbonyl-(L)-tert-leucine), C(CCl)Cl (EDC), C=1C=CC2=C(C1)N=NN2O (HOBT). Solvent: CN(C)C=O (DMF), CN(C)C=O (DMF). Run at time 15 minute. The product is S1C=NC=C1C1=CC=C(C=C1)C(N(C[C@@H]([C@H](CC1=CC=CC=C1)NC([C@@H](NC(=O)OC)C(C)(C)C)=O)O)C([C@@H](NC(=O)OC)C(C)C)=O)N (1-[4-(Thiazol-5-yl)-phenyl]-4(S)-hydroxy-2-N-(N-methoxycarbonyl-(L)-valyl)-amino-5(S)-N-(N-methoxycarbonyl-(L)-tert-leucyl)amino-6-phenyl-2-azahexane). Reaction SMILES: S1C(C2C=CC(CN(NC(OC(C)(C)C)=O)C[C@H](O)[C@@H](N[C:25](=[O:36])[C@H:26]([C:32](C)([CH3:34])[CH3:33])[NH:27][C:28]([O:30][CH3:31])=[O:29])CC3C=CC=CC=3)=CC=2)=CN=C1.[CH3:46][O:47][C:48]([NH:50][C@H:51]([C:56]([OH:58])=O)[C:52]([CH3:55])([CH3:54])[CH3:53])=[O:49].C(Cl)CCl.C1C=CC2N(O)N=[N:69]C=2C=1.[S:73]1[C:77]([C:78]2[CH:83]=[CH:82][C:81]([CH2:84][N:85](NC(OC(C)(C)C)=O)[CH2:86][C@H:87]([OH:97])[C@@H:88]([NH2:96])[CH2:89][C:90]3[CH:95]=[CH:94][CH:93]=[CH:92][CH:91]=3)=[CH:80][CH:79]=2)=[CH:76][N:75]=[CH:74]1>CN(C=O)C>[S:73]1[C:77]([C:78]2[CH:83]=[CH:82][C:81]([CH:84]([NH2:69])[N:85]([C:25](=[O:36])[C@H:26]([CH:32]([CH3:34])[CH3:33])[NH:27][C:28]([O:30][CH3:31])=[O:29])[CH2:86][C@H:87]([OH:97])[C@@H:88]([NH:96][C:56](=[O:58])[C@H:51]([C:52]([CH3:53])([CH3:54])[CH3:55])[NH:50][C:48]([O:47][CH3:46])=[O:49])[CH2:89][C:90]3[CH:91]=[CH:92][CH:93]=[CH:94][CH:95]=3)=[CH:80][CH:79]=2)=[CH:76][N:75]=[CH:74]1. Reported procedure: 1-[4-(Thiazol-5-yl)-phenyl]-4(S)-hydroxy-2-(tertbutoxycarbonyl)amino-5(S)-N-(N-methoxycarbonyl-(L)-tert-leucyl)amino-6-phenyl-2-azahexane Under an nitrogen atmosphere, 1.36 g (7.2 mmol) of N-methoxycarbonyl-(L)-tert-leucine (Example 2e), 2.59 g (13.5 mmol) of EDC and 1.22 g (9.0 mmol) of HOBT are dissolved in 20 ml of DMF. After 15 min, 3.79 ml (27 mmol) of TEA are added and then a solution of 2.11 g (4.5 mmol) of 1-[4-(thiazol-5-yl)-phenyl]-4(S)-hydroxy-2-(tert-butoxycarbonyl)amino-5(S)-amino-6... Reactants: CC(C)(C)OC(=O)N1CCN(C(=O)c2ccc(N3C(=O)OCC3CO)c(F)c2)CC1, CI, CN(C)C=O, [H-], [Na+]. Product: COCC1COC(=O)N1c1ccc(C(=O)N2CCN(C(=O)OC(C)(C)C)CC2)cc1F. RXN SMILES: [C:1]([CH3:2])([CH3:3])([CH3:4])[O:5][C:6](=[O:7])[N:8]1[CH2:9][CH2:10][N:11]([C:14]([c:15]2[cH:16][c:17]([F:29])[c:18]([N:21]3[C:22](=[O:28])[O:23][CH2:24][CH:25]3[CH2:26][OH:27])[cH:19][cH:20]2)=[O:30])[CH2:12][CH2:13]1.[CH3:33][I:34].[CH3:35][N:36]([CH3:37])[CH:38]=[O:39].[H-:31].[Na+:32]>>[C:1]([CH3:2])([CH3:3])([CH3:4])[O:5][C:6](=[O:7])[N:8]1[CH2:9][CH2:10][N:11]([C:14]([c:15]2[cH:16][c:17]([F:29])[c:18]([N:21]3[C:22](=[O:28])[O:23][CH2:24][CH:25]3[CH2:26][O:27][CH3:33])[cH:19][cH:20]2)=[O:30])[CH2:12][CH2:13]1. The reactants are CCOC(=O)C1C(=O)c2cc(Nc3c(F)cc(F)cc3Cl)c(Cl)cc2N(c2cccnc2)C1=O, Cl, [Na+], [OH-]. The product is O=C(O)C1C(=O)c2cc(Nc3c(F)cc(F)cc3Cl)c(Cl)cc2N(c2cccnc2)C1=O. RXN SMILES: [Cl:1][c:2]1[c:3]([NH:25][c:26]2[c:27]([Cl:34])[cH:28][c:29]([F:33])[cH:30][c:31]2[F:32])[cH:4][c:5]2[c:10]([cH:11]1)[N:9]([c:12]1[cH:13][n:14][cH:15][cH:16][cH:17]1)[C:8](=[O:18])[CH:7]([C:19](=[O:20])[O:21][CH2:22][CH3:23])[C:6]2=[O:24].[ClH:37].[Na+:36].[OH-:35]>>[Cl:1][c:2]1[c:3]([NH:25][c:26]2[c:27]([Cl:34])[cH:28][c:29]([F:33])[cH:30][c:31]2[F:32])[cH:4][c:5]2[c:10]([cH:11]1)[N:9]([c:12]1[cH:13][n:14][cH:15][cH:16][cH:17]1)[C:8](=[O:18])[CH:7]([C:19](=[O:20])[OH:21])[C:6]2=[O:24]. The reactants are O=C([O-])[O-], CN1CCNCC1, CN(C)C=O, NC(=O)c1sc(-n2cnc3ccc(OCC4CO4)cc32)nc1-c1cccc(Cl)c1, [K+], [K+]. Yields the product CN1CCN(CC(O)COc2ccc3ncn(-c4nc(-c5cccc(Cl)c5)c(C(N)=O)s4)c3c2)CC1. RXN SMILES: [C:30](=[O:31])([O-:32])[O-:33].[CH3:36][N:37]1[CH2:38][CH2:39][NH:40][CH2:41][CH2:42]1.[CH3:43][N:44]([CH3:45])[CH:46]=[O:47].[Cl:1][c:2]1[cH:3][c:4](-[c:8]2[n:9][c:10](-[n:16]3[cH:17][n:18][c:19]4[c:20]3[cH:21][c:22]([O:25][CH2:26][CH:27]3[O:28][CH2:29]3)[cH:23][cH:24]4)[s:11][c:12]2[C:13](=[O:14])[NH2:15])[cH:5][cH:6][cH:7]1.[K+:34].[K+:35]>>[Cl:1][c:2]1[cH:3][c:4](-[c:8]2[n:9][c:10](-[n:16]3[cH:17][n:18][c:19]4[c:20]3[cH:21][c:22]([O:25][CH2:26][CH:27]([OH:28])[CH2:29][N:40]3[CH2:39][CH2:38][N:37]([CH3:36])[CH2:42][CH2:41]3)[cH:23][cH:24]4)[s:11][c:12]2[C:13](=[O:14])[NH2:15])[cH:5][cH:6][cH:7]1. The reactants are C(C)(=O)C1=C(C(=C(CSC=2SC(=NN2)S)C=C1)CCC)O (2-[(4-acetyl-3-hydroxy-2propylbenzyl)thio]-5-mercapto-1,3,4-thiadiazole), C([O-])([O-])=O.[K+].[K+] (potassium carbonate), CN(C=O)C (N,N-dimethylformamide), BrCC1=CC=C(C(=O)OCC)C=C1 (ethyl p-(bromomethyl)benzoate). The solvent is C1(=CC=CC=C1)C (toluene). Run at time 3 hour. Product: C(C)(=O)C1=C(C(=C(CSC2=NN=C(S2)SCC2=CC=C(C(=O)OCC)C=C2)C=C1)CCC)O (ethyl p-[[5-[(4-acetyl-3-hydroxy-2-propylbenzyl)thio]-1,3,4-thiadiazol-2-yl]thiomethyl]benzoate). Yield: 83.5%. RXN SMILES: [C:1]([C:4]1[CH:17]=[CH:16][C:7]([CH2:8][S:9][C:10]2[S:11][C:12]([SH:15])=[N:13][N:14]=2)=[C:6]([CH2:18][CH2:19][CH3:20])[C:5]=1[OH:21])(=[O:3])[CH3:2].C(=O)([O-])[O-].[K+].[K+].CN(C)C=O.Br[CH2:34][C:35]1[CH:45]=[CH:44][C:38]([C:39]([O:41][CH2:42][CH3:43])=[O:40])=[CH:37][CH:36]=1>C1(C)C=CC=CC=1>[C:1]([C:4]1[CH:17]=[CH:16][C:7]([CH2:8][S:9][C:10]2[S:11][C:12]([S:15][CH2:34][C:35]3[CH:45]=[CH:44][C:38]([C:39]([O:41][CH2:42][CH3:43])=[O:40])=[CH:37][CH:36]=3)=[N:13][N:14]=2)=[C:6]([CH2:18][CH2:19][CH3:20])[C:5]=1[OH:21])(=[O:3])[CH3:2] |f:1.2.3|. Procedure: To a mixture of 340 mg of 2-[(4-acetyl-3-hydroxy-2propylbenzyl)thio]-5-mercapto-1,3,4-thiadiazole, 150 mg of anhydrous potassium carbonate and 5 ml of N,N-dimethylformamide was added 220 mg of ethyl p-(bromomethyl)benzoate followed by stirring at room temperature for 3 hours. The reaction mixture was diluted with 30 ml of toluene. After washing with water and drying over anhydrous magnesium sulfate, the system was concentrated under reduced pressure. The residue was applied to silica gel column ... The reactants are CCO, Cl, NNC(N)=O, O=Cc1c(-c2ccccc2)nn2ccccc12. Yields the product NC(=O)NN=Cc1c(-c2ccccc2)nn2ccccc12. Reaction SMILES: [CH3:24][CH2:25][OH:26].[ClH:18].[NH2:19][NH:20][C:21](=[O:22])[NH2:23].[c:1]1(-[c:7]2[n:8][n:9]3[c:10]([cH:11][cH:12][cH:13][cH:14]3)[c:15]2[CH:16]=[O:17])[cH:2][cH:3][cH:4][cH:5][cH:6]1>>[c:1]1(-[c:7]2[n:8][n:9]3[c:10]([cH:11][cH:12][cH:13][cH:14]3)[c:15]2[CH:16]=[N:19][NH:20][C:21](=[O:22])[NH2:23])[cH:2][cH:3][cH:4][cH:5][cH:6]1. The reactants are CC#N, O, CN(c1cccc2cc(C3=NCC(CCO)S3)[nH]c12)S(=O)(=O)c1cccs1. Product: CN(c1cccc2cc(C3=NCC(CC=O)S3)[nH]c12)S(=O)(=O)c1cccs1. As a reaction SMILES: [CH3:29][C:30]#[N:31].[OH2:28].[OH:1][CH2:2][CH2:3][CH:4]1[CH2:5][N:6]=[C:7]([c:9]2[nH:10][c:11]3[c:12]([N:18]([S:19](=[O:20])(=[O:21])[c:22]4[s:23][cH:24][cH:25][cH:26]4)[CH3:27])[cH:13][cH:14][cH:15][c:16]3[cH:17]2)[S:8]1>>[O:1]=[CH:2][CH2:3][CH:4]1[CH2:5][N:6]=[C:7]([c:9]2[nH:10][c:11]3[c:12]([N:18]([S:19](=[O:20])(=[O:21])[c:22]4[s:23][cH:24][cH:25][cH:26]4)[CH3:27])[cH:13][cH:14][cH:15][c:16]3[cH:17]2)[S:8]1.